This data is from the Open Reaction Database (ORD), a public repository of structured organic reaction records. The task is: describe an organic reaction: reactants, conditions, products, and yield Starting materials: CCN=C=NCCCN(C)C, CCOC(C)=O, O=C(NC1Cc2ccccc2N(CC(O)CO)C1=O)c1cc2cc(Cl)sc2[nH]1, CN(C)CCN1C(=O)C(N)Cc2ccccc21, [Na+], O=C([O-])O, CN(C)C=O, On1nnc2ccccc21. The product is CN(C)CCN1C(=O)C(NC(=O)c2cc3cc(Cl)sc3[nH]2)Cc2ccccc21. As a reaction SMILES: [CH3:56][CH2:57][N:58]=[C:59]=[N:60][CH2:61][CH2:62][CH2:63][N:64]([CH3:65])[CH3:66].[CH3:72][CH2:73][O:74][C:75]([CH3:76])=[O:77].[Cl:28][c:29]1[cH:30][c:31]2[c:32]([nH:33][c:34]([C:36](=[O:37])[NH:38][CH:39]3[CH2:40][c:41]4[c:42]([cH:43][cH:44][cH:45][cH:46]4)[N:47]([CH2:48][CH:49]([OH:50])[CH2:51][OH:52])[C:53]3=[O:54])[cH:35]2)[s:55]1.[NH2:11][CH:12]1[C:13](=[O:27])[N:14]([CH2:22][CH2:23][N:24]([CH3:25])[CH3:26])[c:15]2[cH:16][cH:17][cH:18][cH:19][c:20]2[CH2:21]1.[Na+:82].[O-:78][C:79]([OH:80])=[O:81].[O:67]=[CH:68][N:69]([CH3:70])[CH3:71].[OH:1][n:2]1[c:3]2[cH:4][cH:5][cH:6][cH:7][c:8]2[n:9][n:10]1>>[NH:11]([CH:12]1[C:13](=[O:27])[N:14]([CH2:22][CH2:23][N:24]([CH3:25])[CH3:26])[c:15]2[cH:16][cH:17][cH:18][cH:19][c:20]2[CH2:21]1)[C:36]([c:34]1[nH:33][c:32]2[c:31]([cH:30][c:29]([Cl:28])[s:55]2)[cH:35]1)=[O:37]. Reactants: ice, ClC1=C2CN(C(NC2=CC=C1)=O)C1CCN(CC1)CC1=CC=CC=C1 (5-chloro-3,4-dihydro-3-[1-(phenylmethyl)-4-piperidinyl]-2(1H)-quinazolinone), C(OC(C)Cl)(=O)Cl (α-chloroethyl chlorocarbonate). Run in ClCCl (dichloromethane). Conditions: temperature 0 celsius. Yields the product ClC1=C2CN(C(NC2=CC=C1)=O)C1CCNCC1 (5-chloro-3,4-dihydro-3-(4-piperidinyl)-2(1H)-quinazolinone). Reaction SMILES: [Cl:1][C:2]1[CH:11]=[CH:10][CH:9]=[C:8]2[C:3]=1[CH2:4][N:5]([CH:13]1[CH2:18][CH2:17][N:16](CC3C=CC=CC=3)[CH2:15][CH2:14]1)[C:6](=[O:12])[NH:7]2.C(Cl)(=O)OC(Cl)C>ClCCl>[Cl:1][C:2]1[CH:11]=[CH:10][CH:9]=[C:8]2[C:3]=1[CH2:4][N:5]([CH:13]1[CH2:18][CH2:17][NH:16][CH2:15][CH2:14]1)[C:6](=[O:12])[NH:7]2. Procedure: An ice-cold solution of 6.3 g (0.0177 mol) of 5-chloro-3,4-dihydro-3-[1-(phenylmethyl)-4-piperidinyl]-2(1H)-quinazolinone (prepared analogously to Example A4e)) in 50 ml of dichloromethane was mixed dropwise with 3.34 g (0.0234 mol) of α-chloroethyl chlorocarbonate whilst maintaining a reaction temperature of 0° C., after which the mixture was allowed to come back slowly to room temperature. The reaction mixture was evaporated down in vacuo, the residue was taken up in 50 ml of methanol and refl... Reactants: C=CC1OC(C)(C)N(C(=O)OC(C)(C)C)C1c1ccccc1, O=C([O-])O, ClC(Cl)(Cl)Cl, [O-][I+3]([O-])([O-])[O-], [K+], [Na+], [Na+], [Na+], [Na+], [Na+], O=C([O-])[O-], [OH-], [OH-], O, [Ru], Cl[Ru](Cl)Cl. The product is CC(C)(C)OC(=O)N1C(c2ccccc2)C(CC(=O)O)OC1(C)C. As a reaction SMILES: [C:1]([CH3:2])([CH3:3])([CH3:4])[O:5][C:6](=[O:7])[N:8]1[C:9]([CH3:21])([CH3:22])[O:10][CH:11]([CH:19]=[CH2:20])[CH:12]1[c:13]1[cH:14][cH:15][cH:16][cH:17][cH:18]1.[C:33](=[O:34])([OH:35])[O-:36].[C:50]([Cl:51])([Cl:52])([Cl:53])[Cl:54].[I+3:38]([O-:39])([O-:40])([O-:41])[O-:42].[K+:26].[Na+:24].[Na+:27].[Na+:28].[Na+:37].[Na+:43].[O-:29][C:30](=[O:31])[O-:32].[OH-:23].[OH-:25].[OH2:49].[Ru:44].[Ru:45]([Cl:46])([Cl:47])[Cl:48]>>[C:1]([CH3:2])([CH3:3])([CH3:4])[O:5][C:6](=[O:7])[N:8]1[C:9]([CH3:21])([CH3:22])[O:10][CH:11]([CH2:19][C:20](=[O:23])[OH:25])[CH:12]1[c:13]1[cH:14][cH:15][cH:16][cH:17][cH:18]1. Starting materials: Cl (hydrochloric acid), FC=1C=C(C#N)C=C(C1F)F (3,4,5-trifluorobenzonitrile), C(C1=CC=CC=C1)O (benzyl alcohol), [H-].[Na+] (sodium hydride). Solvent: CN(C)C=O (DMF). Run at time 4 hour. The product is C(C1=CC=CC=C1)OC1=C(C=C(C#N)C=C1F)F (4-benzyloxy-3,5-difluorobenzonitrile). Isolated yield 89.7%. As a reaction SMILES: [F:1][C:2]1[CH:3]=[C:4]([CH:7]=[C:8]([F:11])[C:9]=1F)[C:5]#[N:6].[CH2:12]([OH:19])[C:13]1[CH:18]=[CH:17][CH:16]=[CH:15][CH:14]=1.[H-].[Na+].Cl>CN(C=O)C>[CH2:12]([O:19][C:9]1[C:8]([F:11])=[CH:7][C:4]([C:5]#[N:6])=[CH:3][C:2]=1[F:1])[C:13]1[CH:18]=[CH:17][CH:16]=[CH:15][CH:14]=1 |f:2.3|. Procedure details: To a solution of 5.0 g of 3,4,5-trifluorobenzonitrile and 4.5 g of benzyl alcohol in 25 ml of DMF was added 1.5 g of 60% sodium hydride (oily) at 0° C. The mixture was stirred at room temperature for 4 hours. Then, dilute hydrochloric acid was added to the reaction mixture and the mixture was extracted with ethyl acetate. The organic layer was dried over magnesium sulfate and concentrated under reduced pressure. The residue was subjected to silica gel column chromatography to obtain 7.0 g of 4-b... Reactants: diurethane, CC=1C(N=C=O)=CC(N=C=O)=CC1 (toluene diisocyanate), C(CCCCCCCCCCC)(=O)[O-].C(CCCCCCCCCCC)(=O)[O-].C(CCC)[Sn+2]CCCC (dibutyl tin dilaurate). The reagents and catalysts are C(C)C(CO)CCCC (2-ethylhexanol). Yields the product CC1=C(C=CC=C1N=C=O)N=C=O (2,6-toluene diisocyanate). RXN SMILES: C[C:2]1[C:3](=[CH:7][C:8](=[CH:12][CH:13]=1)[N:9]=[C:10]=[O:11])[N:4]=[C:5]=[O:6].[C:14]([O-])(=O)CCCCCCCCCCC.C([O-])(=O)CCCCCCCCCCC.C([Sn+2]CCCC)CCC>C(C(CCCC)CO)C>[CH3:14][C:7]1[C:3]([N:4]=[C:5]=[O:6])=[CH:2][CH:13]=[CH:12][C:8]=1[N:9]=[C:10]=[O:11] |f:1.2.3|. Reported procedure: In another reactor, a fully blocked diurethane of 80/20 2,4/2,6-toluene diisocyanate mixture was prepared by slowly adding 87.1 parts of 80/20 toluene diisocyanate to 142 parts of 2-ethylhexanol containing 1 drop of dibutyl tin dilaurate with external cooling to maintain the reaction mixture below 100° C.